Dataset: the Open Reaction Database (ORD), a public repository of structured organic reaction records. Task: describe an organic reaction: reactants, conditions, products, and yield Reactants: O=C(c1ccc(O)cc1)c1ccc(Br)cc1, C1CCOC1, O=C1CCOCC1, [Zn]. Yields the product Oc1ccc(C(=C2CCOCC2)c2ccc(Br)cc2)cc1. As a reaction SMILES: [Br:1][c:2]1[cH:3][cH:4][c:5]([C:8](=[O:9])[c:10]2[cH:11][cH:12][c:13]([OH:16])[cH:14][cH:15]2)[cH:6][cH:7]1.[CH2:24]1[O:25][CH2:26][CH2:27][CH2:28]1.[O:17]1[CH2:18][CH2:19][C:20](=[O:23])[CH2:21][CH2:22]1.[Zn:29]>>[Br:1][c:2]1[cH:3][cH:4][c:5]([C:8]([c:10]2[cH:11][cH:12][c:13]([OH:16])[cH:14][cH:15]2)=[C:20]2[CH2:19][CH2:18][O:17][CH2:22][CH2:21]2)[cH:6][cH:7]1. Reactants: N#Cc1cc2c(Oc3ccc(NC(=O)Nc4nccs4)c(F)c3)ccnc2cc1OCc1ccccc1, O=C(O)C(F)(F)F, CSc1ccccc1. Product: N#Cc1cc2c(Oc3ccc(NC(=O)Nc4nccs4)c(F)c3)ccnc2cc1O. RXN SMILES: [CH2:1]([c:2]1[cH:3][cH:4][cH:5][cH:6][cH:7]1)[O:8][c:9]1[c:10]([C:36]#[N:37])[cH:11][c:12]2[c:13]([O:19][c:20]3[cH:21][c:22]([F:35])[c:23]([NH:26][C:27](=[O:28])[NH:29][c:30]4[s:31][cH:32][cH:33][n:34]4)[cH:24][cH:25]3)[cH:14][cH:15][n:16][c:17]2[cH:18]1.[F:46][C:47]([F:48])([F:49])[C:50]([OH:51])=[O:52].[c:38]1([S:39][CH3:40])[cH:41][cH:42][cH:43][cH:44][cH:45]1>>[OH:8][c:9]1[c:10]([C:36]#[N:37])[cH:11][c:12]2[c:13]([O:19][c:20]3[cH:21][c:22]([F:35])[c:23]([NH:26][C:27](=[O:28])[NH:29][c:30]4[s:31][cH:32][cH:33][n:34]4)[cH:24][cH:25]3)[cH:14][cH:15][n:16][c:17]2[cH:18]1.